describe an organic reaction: reactants, conditions, products, and yield From a dataset of the Open Reaction Database (ORD), a public repository of structured organic reaction records. Starting materials: O=c1[nH]c(Br)nc2nc[nH]c12, CO, CCN(C(C)C)C(C)C, Sc1ccccc1. Product: O=c1[nH]c(Sc2ccccc2)nc2nc[nH]c12. RXN SMILES: [Br:1][c:2]1[nH:3][c:4](=[O:11])[c:5]2[nH:6][cH:7][n:8][c:9]2[n:10]1.[CH3:28][OH:29].[CH:19]([N:20]([CH:21]([CH3:22])[CH3:23])[CH2:24][CH3:25])([CH3:26])[CH3:27].[SH:12][c:13]1[cH:14][cH:15][cH:16][cH:17][cH:18]1>>[c:2]1([S:12][c:13]2[cH:14][cH:15][cH:16][cH:17][cH:18]2)[nH:3][c:4](=[O:11])[c:5]2[nH:6][cH:7][n:8][c:9]2[n:10]1. The reactants are ClC1=NC=CC(=C1)C#CC=1N=C(NC1)C (2-chloro-4-(2-methyl-1H-imidazol-4-ylethynyl)-pyridine), BrC(C)C1=CC=CC=C1 ((1-bromoethyl)benzene). Yields the product ClC1=NC=CC(=C1)C#CC=1N=C(N(C1)C(C)C1=CC=CC=C1)C (rac-2-Chloro-4-[2-methyl-1-(1-phenyl-ethyl)-1H-imidazol-4-ylethynyl]-pyridine). RXN SMILES: [Cl:1][C:2]1[CH:7]=[C:6]([C:8]#[C:9][C:10]2[N:11]=[C:12]([CH3:15])[NH:13][CH:14]=2)[CH:5]=[CH:4][N:3]=1.Br[CH:17]([C:19]1[CH:24]=[CH:23][CH:22]=[CH:21][CH:20]=1)[CH3:18]>>[Cl:1][C:2]1[CH:7]=[C:6]([C:8]#[C:9][C:10]2[N:11]=[C:12]([CH3:15])[N:13]([CH:17]([C:19]3[CH:24]=[CH:23][CH:22]=[CH:21][CH:20]=3)[CH3:18])[CH:14]=2)[CH:5]=[CH:4][N:3]=1. Procedure: The title compound, MS: m/e=322.1 (M+H30), was prepared in accordance with the general method of example 1 from 2-chloro-4-(2-methyl-1H-imidazol-4-ylethynyl)-pyridine and (1-bromoethyl)benzene. The reactants are FC(C1=C(CN2CCC(CC2)C=O)C=CC(=C1)C(F)(F)F)(F)F (1-[2,4-bis(trifluoromethyl)benzyl]piperidine-4-carbaldehyde), O=C1SCC(=N1)N[C@@H]1COCC[C@H]1O (1,5-anhydro-2,4-dideoxy-2-[(2-oxo-2,5-dihydro-1,3-thiazol-4-yl)amino]-threo-pentitol), C(C)(=O)[O-].[NH2+]1CCCCC1 (piperidinium acetate). Solvent: CC(C)O (2-propanol). Reaction conditions: temperature 75 celsius, time 8 hour. Yields the product FC(C1=C(CN2CCC(CC2)\C=C/2\C(=NC(S2)=O)N[C@@H]2COCC[C@H]2O)C=CC(=C1)C(F)(F)F)(F)F ((−)-1,5-anhydro-2-{[(5Z)-5-({1-[2,4-bis(trifluoromethyl)benzyl]piperidin-4-yl}methylidene)-2-oxo-2,5-dihydro-1,3-thiazol-4-yl]amino}-2,4-dideoxy-threo-pentitol). Yield: 54.1%. As a reaction SMILES: [F:1][C:2]([F:23])([F:22])[C:3]1[CH:17]=[C:16]([C:18]([F:21])([F:20])[F:19])[CH:15]=[CH:14][C:4]=1[CH2:5][N:6]1[CH2:11][CH2:10][CH:9]([CH:12]=O)[CH2:8][CH2:7]1.[O:24]=[C:25]1[N:29]=[C:28]([NH:30][C@H:31]2[C@H:36]([OH:37])[CH2:35][CH2:34][O:33][CH2:32]2)[CH2:27][S:26]1.C([O-])(=O)C.[NH2+]1CCCCC1>CC(O)C>[F:23][C:2]([F:1])([F:22])[C:3]1[CH:17]=[C:16]([C:18]([F:21])([F:20])[F:19])[CH:15]=[CH:14][C:4]=1[CH2:5][N:6]1[CH2:11][CH2:10][CH:9](/[CH:12]=[C:27]2/[C:28]([NH:30][C@H:31]3[C@H:36]([OH:37])[CH2:35][CH2:34][O:33][CH2:32]3)=[N:29][C:25](=[O:24])[S:26]/2)[CH2:8][CH2:7]1 |f:2.3|. Procedure: To a solution of 1-[2,4-bis(trifluoromethyl)benzyl]piperidine-4-carbaldehyde (941 mg) in 2-propanol (20 mL) were added 1,5-anhydro-2,4-dideoxy-2-[(2-oxo-2,5-dihydro-1,3-thiazol-4-yl)amino]-threo-pentitol (900 mg) and piperidinium acetate (411 mg). The reaction mixture was stirred at 75° C. overnight, and the solvent was evaporated under reduced pressure. The residue was purified by silica gel column chromatography (ethyl acetate/hexane) and silica gel column chromatography (NH, methanol/ethyl ac... Reactants: ClCCCCCCn1ccc2ccccc21, CCC(=O)Nc1ccc(C2CCNCC2)cc1. Yields the product CCC(=O)Nc1ccc(C2CCN(CCCCCCn3ccc4ccccc43)CC2)cc1. As a reaction SMILES: [Cl:1][CH2:2][CH2:3][CH2:4][CH2:5][CH2:6][CH2:7][n:8]1[cH:9][cH:10][c:11]2[cH:12][cH:13][cH:14][cH:15][c:16]12.[NH:17]1[CH2:18][CH2:19][CH:20]([c:23]2[cH:24][cH:25][c:26]([NH:29][C:30]([CH2:31][CH3:32])=[O:33])[cH:27][cH:28]2)[CH2:21][CH2:22]1>>[CH2:2]([CH2:3][CH2:4][CH2:5][CH2:6][CH2:7][n:8]1[cH:9][cH:10][c:11]2[cH:12][cH:13][cH:14][cH:15][c:16]12)[N:17]1[CH2:18][CH2:19][CH:20]([c:23]2[cH:24][cH:25][c:26]([NH:29][C:30]([CH2:31][CH3:32])=[O:33])[cH:27][cH:28]2)[CH2:21][CH2:22]1. Reactants: C1(=CC=CC=C1)S (thiophenol), C(C=C)[Si](Cl)(Cl)C (allyl (methyl) dichlorosilane), CC(C)(C#N)N=NC(C)(C)C#N (azobisisobutylonitrile). Isolated yield 88.0%. Yields the product S1C(=CC=C1)CCC[Si](Cl)(Cl)C (3-(thiophenyl) propyl (methyl) dichlorosilane). Run at temperature 60 celsius. RXN SMILES: [C:1]1([SH:7])[CH:6]=[CH:5][CH:4]=[CH:3][CH:2]=1.[CH2:8]([Si:11]([CH3:14])([Cl:13])[Cl:12])C=C.CC(N=NC(C#N)(C)C)(C#N)C>>[S:7]1[CH:1]=[CH:6][CH:5]=[C:4]1[CH2:3][CH2:2][CH2:8][Si:11]([CH3:14])([Cl:13])[Cl:12]. Procedure: 26.8 g thiophenol, 18.8 g allyl (methyl) dichlorosilane and 0.60 mg azobisisobutylonitrile were put in a 100-mL three-neck flask that had been subjected to nitrogen substitution and the mixture was heated at 60° C. for 5 hours. After the reaction, the product was distilled under reduced pressure, obtaining 3-(thiophenyl) propyl (methyl) dichlorosilane with a 88% yield. Starting materials: CN=C=O (methyl isocyanate), P(O)(O)(O)=O (phosphoric acid), CC(C=NO)(C)SC (2-methyl-2-(methylthio) propionaldehyde oxime). Run in O (water). Conditions: temperature 20 celsius, time 30 second. The product is CNC(=O)ON=CC(C)(SC)C (2-methyl-2-(methylthio) propionaldehyde O-(methylcarbamoyl) oxime). The yield is 87.9%. As a reaction SMILES: [CH3:1][N:2]=[C:3]=[O:4].P(=O)(O)(O)O.[CH3:10][C:11]([S:16][CH3:17])([CH3:15])[CH:12]=[N:13][OH:14]>O>[CH3:1][NH:2][C:3]([O:14][N:13]=[CH:12][C:11]([CH3:15])([S:16][CH3:17])[CH3:10])=[O:4]. Procedure: Into a one liter glass resin kettle equipped with an air-driven stirrer, a pressure-equalizing dropping funnel with Teflon® tube for subsurface addition, a thermometer and a dry ice/acetone cooled condenser was added 66.5 grams (0.50mole) of 2-methyl-2-(methylthio) propionaldehyde oxime and 266 milliliters of water. After the mixture was cooled to a temperature of 5° C. with a salt/water/ice bath, 0.52 grams (0.005mole) of triethylamine was added to the kettle under a nitrogen atmosphere. A stoi... The reactants are C(CCC)C1=NC(=C(N1CC1=CC=C(C=C1)C1=C(C=CC=C1)C1=NN=NN1C(C)OCC)C(O)C1=NC(=CC=C1)C(OC)OC)Cl ({2-butyl-5-chloro-3-[(2'-(1-(1-ethoxyethyl)-1H-tetrazol-5-yl)biphenyl-4-yl)methyl]-3H-imidazol-4-yl}[6-(dimethoxymethyl)pyridin-2-yl]methanol), Cl.CO (hydrogen chloride methanol), C(=O)([O-])[O-].[Na+].[Na+] (Na2CO3). Conditions: time 10 minute. Yields the product C(CCC)C1=NC(=C(N1CC1=CC=C(C=C1)C1=C(C=CC=C1)C1=NN=NN1)C(O)C1=NC(=CC=C1)C(OC)OC)Cl ({2-butyl-5-chloro-3-[(2'-(1H-tetrazol-5-yl)biphenyl-4-yl)methyl]-3H-imidazol-4-yl}[6-(dimethoxymethyl)pyridin-2-yl]methanol). Yield: 85.3%. RXN SMILES: [CH2:1]([C:5]1[N:9]([CH2:10][C:11]2[CH:16]=[CH:15][C:14]([C:17]3[CH:22]=[CH:21][CH:20]=[CH:19][C:18]=3[C:23]3[N:27](C(OCC)C)[N:26]=[N:25][N:24]=3)=[CH:13][CH:12]=2)[C:8]([CH:33]([C:35]2[CH:40]=[CH:39][CH:38]=[C:37]([CH:41]([O:44][CH3:45])[O:42][CH3:43])[N:36]=2)[OH:34])=[C:7]([Cl:46])[N:6]=1)[CH2:2][CH2:3][CH3:4].Cl.CO.C([O-])([O-])=O.[Na+].[Na+]>>[CH2:1]([C:5]1[N:9]([CH2:10][C:11]2[CH:12]=[CH:13][C:14]([C:17]3[CH:22]=[CH:21][CH:20]=[CH:19][C:18]=3[C:23]3[NH:27][N:26]=[N:25][N:24]=3)=[CH:15][CH:16]=2)[C:8]([CH:33]([C:35]2[CH:40]=[CH:39][CH:38]=[C:37]([CH:41]([O:42][CH3:43])[O:44][CH3:45])[N:36]=2)[OH:34])=[C:7]([Cl:46])[N:6]=1)[CH2:2][CH2:3][CH3:4] |f:1.2,3.4.5|. Procedure: To 50 mg (0.077 mmole) of the compound obtained in step 1 of Example 1 was added 1 ml of 3% hydrogen chloride/methanol solution and the resulting solution was stirred for 10 minutes at room temperature. After being added with a small amount of Na2CO3, the resultant was concentrated under reduced pressure and purified with silica gel column chromatography to obtain 37.7 mg of the title compound (yield 85%). The reactants are O1COC2=C1C=CC(=C2)C=2N=C(NC2C2=NC=CC=C2)C2=CC=C(C(=O)O)C=C2 (4-(4-Benzo[1,3]dioxol-5-yl-5-pyridin-2-yl-1H-imidazol-2-yl)benzoic acid), C(C(=O)Cl)(=O)Cl (oxalyl chloride), C(C(=O)Cl)(=O)Cl (oxalyl chloride). The reagents and catalysts are CN(C=O)C (N,N-dimethylformamide). Run in ClCCl (dichloromethane). Conditions: time 1 hour. The product is Cl.O1COC2=C1C=CC(=C2)C=2N=C(NC2C2=NC=CC=C2)C2=CC=C(C(=O)Cl)C=C2 (4-(4-Benzo[1,3]dioxol-5-yl-5-pyridin-2-yl-1H-imidazol-2-yl)benzoyl chloride hydrochloride). Reaction SMILES: [O:1]1[C:5]2[CH:6]=[CH:7][C:8]([C:10]3[N:11]=[C:12]([C:21]4[CH:29]=[CH:28][C:24]([C:25](O)=[O:26])=[CH:23][CH:22]=4)[NH:13][C:14]=3[C:15]3[CH:20]=[CH:19][CH:18]=[CH:17][N:16]=3)=[CH:9][C:4]=2[O:3][CH2:2]1.C(Cl)(=O)C([Cl:33])=O>ClCCl.CN(C)C=O>[ClH:33].[O:1]1[C:5]2[CH:6]=[CH:7][C:8]([C:10]3[N:11]=[C:12]([C:21]4[CH:29]=[CH:28][C:24]([C:25]([Cl:33])=[O:26])=[CH:23][CH:22]=4)[NH:13][C:14]=3[C:15]3[CH:20]=[CH:19][CH:18]=[CH:17][N:16]=3)=[CH:9][C:4]=2[O:3][CH2:2]1 |f:4.5|. Reported procedure: 4-(4-Benzo[1,3]dioxol-5-yl-5-pyridin-2-yl-1H-imidazol-2-yl)benzoic acid (379 mg; 0.98 mmol) was suspended in dry dichloromethane (20 ml) under argon and treated sequentially with oxalyl chloride (0.1 ml) then N,N-dimethylformamide (1 drop). The mixture was stirred at ambient temperature for 1 h. More oxalyl chloride (2×0.1 ml) was added at 1 h and 2 h and the mixture stirred at ambient temperature for 5 h. Volatiles were removed under reduced pressure to give the title compound as an orange powd...